From a dataset of the Open Reaction Database (ORD), a public repository of structured organic reaction records. describe an organic reaction: reactants, conditions, products, and yield Yields the product Cl.C(C)OC(=O)CC1N2CCC(C1)CC2 (2-ethoxycarbonylmethyl-quinuclidine hydrochloride). Procedure details: 28 g of 2-carboxymethyl-quinuclidine were esterified by treatment with a solution of anhydrous hydrogen chloride in absolute ethanol for 48 hours at room temperature. 25 g of 2-ethoxycarbonylmethyl-quinuclidine hydrochloride were obtained. As a reaction SMILES: [C:1]([CH2:4][CH:5]1[CH2:10][CH:9]2[CH2:11][CH2:12][N:6]1[CH2:7][CH2:8]2)([OH:3])=[O:2].[ClH:13].[CH2:14](O)[CH3:15]>>[ClH:13].[CH2:14]([O:2][C:1]([CH2:4][CH:5]1[CH2:10][CH:9]2[CH2:8][CH2:7][N:6]1[CH2:12][CH2:11]2)=[O:3])[CH3:15] |f:3.4|. Starting materials: C(=O)(O)CC1N2CCC(C1)CC2 (2-carboxymethyl-quinuclidine), Cl (hydrogen chloride), C(C)O (ethanol). Starting materials: O=Cc1ccc(Br)cc1, [Li]CCCC, C1CCCCC1, C1COCCN1, CCCCCC, [Li]C(C)CC, Cl, C1CCOC1, O=Cc1ccoc1. The product is O=Cc1coc(C(O)c2ccc(Br)cc2)c1. As a reaction SMILES: [Br:24][c:25]1[cH:26][cH:27][c:28]([CH:29]=[O:30])[cH:31][cH:32]1.[CH2:1]([Li:2])[CH2:3][CH2:4][CH3:5].[CH2:45]1[CH2:46][CH2:47][CH2:48][CH2:49][CH2:50]1.[CH2:6]1[NH:7][CH2:8][CH2:9][O:10][CH2:11]1.[CH3:34][CH2:35][CH2:36][CH2:37][CH2:38][CH3:39].[CH:19]([Li:20])([CH2:21][CH3:22])[CH3:23].[ClH:33].[O:40]1[CH2:41][CH2:42][CH2:43][CH2:44]1.[o:12]1[cH:13][c:14]([CH:17]=[O:18])[cH:15][cH:16]1>>[o:12]1[cH:13][c:14]([CH:17]=[O:18])[cH:15][c:16]1[CH:29]([c:28]1[cH:27][cH:26][c:25]([Br:24])[cH:32][cH:31]1)[OH:30]. Reactants: CCI, Cc1ccccc1, CN(C)C=O, Cl, [H-], CCOC(=O)Cc1ccc([N+](=O)[O-])cc1, [Na+], O. Product: CCOC(=O)C(CC)c1ccc([N+](=O)[O-])cc1. RXN SMILES: [CH2:18]([CH3:19])[I:20].[CH3:23][c:24]1[cH:25][cH:26][cH:27][cH:28][cH:29]1.[CH3:30][N:31]([CH3:32])[CH:33]=[O:34].[ClH:21].[H-:16].[N+:1](=[O:2])([O-:3])[c:4]1[cH:5][cH:6][c:7]([CH2:10][C:11](=[O:12])[O:13][CH2:14][CH3:15])[cH:8][cH:9]1.[Na+:17].[OH2:22]>>[N+:1](=[O:2])([O-:3])[c:4]1[cH:5][cH:6][c:7]([CH:10]([C:11](=[O:12])[O:13][CH2:14][CH3:15])[CH2:18][CH3:19])[cH:8][cH:9]1. RXN SMILES: [BH4-:31].[C:33](=[O:34])([OH:35])[O-:36].[CH2:38]([Cl:39])[Cl:40].[CH3:41][OH:42].[Cl:9][c:10]1[c:11]([CH:12]=[O:13])[cH:14][cH:15][c:16]([O:18][CH:19]2[O:20][CH2:21][CH2:22][CH2:23][CH2:24]2)[cH:17]1.[I:1][c:2]1[cH:3][cH:4][c:5]([NH2:6])[cH:7][cH:8]1.[Mg+2:25].[Na+:32].[Na+:37].[O-:26][S:27](=[O:28])(=[O:29])[O-:30]>>[I:1][c:2]1[cH:3][cH:4][c:5]([NH:6][CH2:12][c:11]2[c:10]([Cl:9])[cH:17][c:16]([O:18][CH:19]3[O:20][CH2:21][CH2:22][CH2:23][CH2:24]3)[cH:15][cH:14]2)[cH:7][cH:8]1. Product: Clc1cc(OC2CCCCO2)ccc1CNc1ccc(I)cc1. The reactants are [BH4-], O=C([O-])O, ClCCl, CO, O=Cc1ccc(OC2CCCCO2)cc1Cl, Nc1ccc(I)cc1, [Mg+2], [Na+], [Na+], O=S(=O)([O-])[O-]. Reactants: FC(F)(F)COc1nncc2cc(Br)ccc12, O=C([O-])[O-], Cc1ccc(C(=O)Nc2ccnn2C)cc1B1OC(C)(C)C(C)(C)O1, [Na+], [Na+], [Na+], C1COCCO1, [OH-], c1ccc(P(c2ccccc2)(c2ccccc2)[Pd](P(c2ccccc2)(c2ccccc2)c2ccccc2)(P(c2ccccc2)(c2ccccc2)c2ccccc2)P(c2ccccc2)(c2ccccc2)c2ccccc2)cc1. Product: Cc1ccc(C(=O)Nc2ccnn2C)cc1-c1ccc2c(OCC(F)(F)F)nncc2c1. Reaction SMILES: [Br:26][c:27]1[cH:28][c:29]2[cH:30][n:31][n:32][c:33]([O:37][CH2:38][C:39]([F:40])([F:41])[F:42])[c:34]2[cH:35][cH:36]1.[C:43](=[O:44])([O-:45])[O-:46].[CH3:1][c:2]1[c:3]([B:17]2[O:18][C:19]([CH3:20])([CH3:21])[C:22]([CH3:23])([CH3:24])[O:25]2)[cH:4][c:5]([C:6](=[O:7])[NH:8][c:9]2[cH:10][cH:11][n:12][n:13]2[CH3:14])[cH:15][cH:16]1.[Na+:47].[Na+:48].[Na+:50].[O:51]1[CH2:52][CH2:53][O:54][CH2:55][CH2:56]1.[OH-:49].[cH:57]1[cH:58][cH:59][c:60]([P:61]([Pd:62]([P:63]([c:64]2[cH:65][cH:66][cH:67][cH:68][cH:69]2)([c:70]2[cH:71][cH:72][cH:73][cH:74][cH:75]2)[c:76]2[cH:77][cH:78][cH:79][cH:80][cH:81]2)([P:82]([c:83]2[cH:84][cH:85][cH:86][cH:87][cH:88]2)([c:89]2[cH:90][cH:91][cH:92][cH:93][cH:94]2)[c:95]2[cH:96][cH:97][cH:98][cH:99][cH:100]2)[P:101]([c:102]2[cH:103][cH:104][cH:105][cH:106][cH:107]2)([c:108]2[cH:109][cH:110][cH:111][cH:112][cH:113]2)[c:114]2[cH:115][cH:116][cH:117][cH:118][cH:119]2)([c:120]2[cH:121][cH:122][cH:123][cH:124][cH:125]2)[c:126]2[cH:127][cH:128][cH:129][cH:130][cH:131]2)[cH:132][cH:133]1>>[CH3:1][c:2]1[c:3](-[c:27]2[cH:28][c:29]3[cH:30][n:31][n:32][c:33]([O:37][CH2:38][C:39]([F:40])([F:41])[F:42])[c:34]3[cH:35][cH:36]2)[cH:4][c:5]([C:6](=[O:7])[NH:8][c:9]2[cH:10][cH:11][n:12][n:13]2[CH3:14])[cH:15][cH:16]1. Reactants: FC1=CC2=C(N(C(N2)=O)C=2CCN(CC2)CC2=CC=CC=C2)C=C1F (5,6-Difluoro-1-[1-(phenylmethyl)-1,2,3,6-tetrahydro-4-pyridinyl]-1,3-dihydro-2H-benzimidazol-2-one), [H][H] (hydrogen). Reaction SMILES: [F:1][C:2]1[C:24]([F:25])=[CH:23][C:5]2[N:6]([C:10]3[CH2:11][CH2:12][N:13](CC4C=CC=CC=4)[CH2:14][CH:15]=3)[C:7](=[O:9])[NH:8][C:4]=2[CH:3]=1.[H][H]>C(O)C.C(O)(=O)C.[Pd]>[F:1][C:2]1[C:24]([F:25])=[CH:23][C:5]2[N:6]([CH:10]3[CH2:11][CH2:12][NH:13][CH2:14][CH2:15]3)[C:7](=[O:9])[NH:8][C:4]=2[CH:3]=1. The solvent is C(C)O (ethanol), C(C)(=O)O (acetic acid). Procedure details: A solution of 5,6-difluoro-1-[1-(phenylmethyl)-1,2,3,6-tetrahydro-4-pyridinyl]-1,3-dihydro-2H-benzimidazol-2-one (D88) (0.7 mmol, 240 mg) in ethanol (10 mL) and acetic acid (2 mL) was treated under argon with 10% palladium on charcoal (50 mg, ˜0.25 eq wt) and the mixture was stirred overnight under 25-30 PSI, then 8 h under 50 PSI of hydrogen at room temperature. The mixture was concentrated under reduced pressure to give a yellow/orange oil which crystallized with a touch of methanol (from evap... Run at time 8 hour. Product: FC1=CC2=C(N(C(N2)=O)C2CCNCC2)C=C1F (5,6-Difluoro-1-(4-piperidinyl)-1,3-dihydro-2H-benzimidazol-2-one), acetate salt. Reagents/catalysts: [Pd] (palladium on charcoal).